Dataset: the Open Reaction Database (ORD), a public repository of structured organic reaction records. Task: describe an organic reaction: reactants, conditions, products, and yield The reactants are O (water), dioxide, BrC=1C=2C=3N(C=NC2C=CC1)CCN3 (10-bromo-2,3-dihydroimidazo[1,2-c]quinazoline). Reagents/catalysts: [O-2].[O-2].[Mn+4] (manganese dioxide). Run in C1=CC=CC=C1 (benzene). The product is BrC=1C=2C=3N(C=NC2C=CC1)C=CN3 (10-bromoimidazo[1,2-c]quinazoline). The yield is 53.6%. RXN SMILES: [Br:1][C:2]1[C:3]2[C:4]3[N:5]([CH2:12][CH2:13][N:14]=3)[CH:6]=[N:7][C:8]=2[CH:9]=[CH:10][CH:11]=1.O>C1C=CC=CC=1.[O-2].[O-2].[Mn+4]>[Br:1][C:2]1[C:3]2[C:4]3[N:5]([CH:12]=[CH:13][N:14]=3)[CH:6]=[N:7][C:8]=2[CH:9]=[CH:10][CH:11]=1 |f:3.4.5|. Procedure details: 4. 242 g of manganese dioxide are added to a warm solution of 22 g of 10-bromo-2,3-dihydroimidazo[1,2-c]quinazoline in 2 l of benzene in a reaction vessel which is provided with a water separator. The mixture is heated at reflux temperature for 15 h. Then, a further 8 g of maganese dioxide are added thereto and the mixture is heated at reflux temperature for a further 1 h. The hot reaction mixture is filtered over Dicalite. The filter cake is rinsed with 1 l of hot benzene, then again boiled up ...